Dataset: the Open Reaction Database (ORD), a public repository of structured organic reaction records. Task: describe an organic reaction: reactants, conditions, products, and yield Reactants: NC=1C=C2C=CC(NC2=CC1)=O (6-aminocarbostyril), OC(CCBr)CCBr (3-Hydroxy-1,5-dibromopentane), C([O-])([O-])=O.[Na+].[Na+] (sodium carbonate), CN(C=O)C (dimethylformamide). The solvent is O (water). Conditions: temperature 100 celsius. Yields the product OC1CCN(CC1)C=1C=C2C=CC(NC2=CC1)=O (6-(4-Hydroxypiperidino)carbostyril). RXN SMILES: [NH2:1][C:2]1[CH:3]=[C:4]2[C:9](=[CH:10][CH:11]=1)[NH:8][C:7](=[O:12])[CH:6]=[CH:5]2.[OH:13][CH:14]([CH2:18][CH2:19]Br)[CH2:15][CH2:16]Br.C(=O)([O-])[O-].[Na+].[Na+].CN(C)C=O>O>[OH:13][CH:14]1[CH2:18][CH2:19][N:1]([C:2]2[CH:3]=[C:4]3[C:9](=[CH:10][CH:11]=2)[NH:8][C:7](=[O:12])[CH:6]=[CH:5]3)[CH2:16][CH2:15]1 |f:2.3.4|. Procedure details: A mixture of 6-aminocarbostyril, 1.6 g (0.01 mole), crude bromopentanes from step c, 3.1 g, anhydrous sodium carbonate, 2.0 g (0.020 mole), and dimethylformamide, 15 mL, was heated for 4.5 hours at 100° C. with occasional stirring. The mixture was then cooled and diluted with water, 150 mL, to give a pasty precipitate which was filtered off and washed with water to give a sticky solid (2.9 g). The solid was taken up in hot methanol and the insoluble material filtered off (0.6 g, mp 270°-280° C.)... Reactants: COC(=O)CC(C)=O, C1CCNCC1, CC(=O)O, O=Cc1ccc(F)c(F)c1, c1ccccc1. Yields the product COC(=O)C(=Cc1ccc(F)c(F)c1)C(C)=O. Reaction SMILES: [C:1]([CH2:2][C:3](=[O:4])[CH3:5])(=[O:6])[O:7][CH3:8].[CH2:23]1[CH2:24][CH2:25][NH:26][CH2:27][CH2:28]1.[CH3:19][C:20](=[O:21])[OH:22].[F:9][c:10]1[cH:11][c:12]([CH:13]=[O:14])[cH:15][cH:16][c:17]1[F:18].[cH:29]1[cH:30][cH:31][cH:32][cH:33][cH:34]1>>[C:1]([C:2]([C:3](=[O:4])[CH3:5])=[CH:13][c:12]1[cH:11][c:10]([F:9])[c:17]([F:18])[cH:16][cH:15]1)(=[O:6])[O:7][CH3:8]. Reactants: C1(=CC=CC=C1)C(N1CCC(CC1)CCCCN1C(C2=CC=CC=C2C1=O)=O)C1=CC=CC=C1 (2-[4-(1-diphenylmethyl-piperidin-4-yl)-butyl]-isoindol-1,3-dione), O.NN (hydrazine hydrate). Solvent: C(C)O (ethanol). Conditions: time 4 hour. Product: C1(=CC=CC=C1)C(N1CCC(CC1)CCCCN)C1=CC=CC=C1 (4-(1-diphenylmethyl-piperidin-4-yl)-butylamine). Reaction SMILES: [C:1]1([CH:7]([C:29]2[CH:34]=[CH:33][CH:32]=[CH:31][CH:30]=2)[N:8]2[CH2:13][CH2:12][CH:11]([CH2:14][CH2:15][CH2:16][CH2:17][N:18]3C(=O)C4C(=CC=CC=4)C3=O)[CH2:10][CH2:9]2)[CH:6]=[CH:5][CH:4]=[CH:3][CH:2]=1.O.NN>C(O)C>[C:1]1([CH:7]([C:29]2[CH:34]=[CH:33][CH:32]=[CH:31][CH:30]=2)[N:8]2[CH2:13][CH2:12][CH:11]([CH2:14][CH2:15][CH2:16][CH2:17][NH2:18])[CH2:10][CH2:9]2)[CH:2]=[CH:3][CH:4]=[CH:5][CH:6]=1 |f:1.2|. Reported procedure: 88.9 g (196 mmol) 2-[4-(1-diphenylmethyl-piperidin-4-yl)-butyl]-isoindol-1,3-dione are suspended in 1000 ml ethanol and added to 22.0 g (440 mmol) hydrazine hydrate and heated to boiling for four hours. After cooling, the mixture is filtered and the solvent is removed under vacuum. The solid residue is dispersed in the heat together with the filter residue between 300 ml 10% sodium hydroxide solution and 300 ml acetic acid ethyl ester. The aqueous phase is extracted once with 150 ml warm acetic ... The reactants are COC(=O)C1CCCC2(CCCC2)C1OS(C)(=O)=O, Cl, C1CCC2=NCCCN2CC1, C1CCOC1. Product: COC(=O)C1=CC2(CCCC2)CCC1. Reaction SMILES: [CH3:1][O:2][C:3](=[O:4])[CH:5]1[CH:6]([O:15][S:16]([CH3:17])(=[O:18])=[O:19])[C:7]2([CH2:8][CH2:9][CH2:10][CH2:11]2)[CH2:12][CH2:13][CH2:14]1.[ClH:31].[N:20]12[CH2:21][CH2:22][CH2:23][N:24]=[C:25]1[CH2:26][CH2:27][CH2:28][CH2:29][CH2:30]2.[O:32]1[CH2:33][CH2:34][CH2:35][CH2:36]1>>[CH3:1][O:2][C:3](=[O:4])[C:5]1=[CH:6][C:7]2([CH2:8][CH2:9][CH2:10][CH2:11]2)[CH2:12][CH2:13][CH2:14]1. Starting materials: OBO, N#Cc1ccc(-c2ccc(Br)cc2)cc1, COc1ccccc1F, CCO, [Na+], [Na+], O=C([O-])[O-], c1ccccc1, c1ccc(P(c2ccccc2)(c2ccccc2)[Pd](P(c2ccccc2)(c2ccccc2)c2ccccc2)(P(c2ccccc2)(c2ccccc2)c2ccccc2)P(c2ccccc2)(c2ccccc2)c2ccccc2)cc1. Yields the product COc1ccc(-c2ccc(-c3ccc(C#N)cc3)cc2)cc1F. As a reaction SMILES: [BH:28]([OH:29])[OH:30].[Br:1][c:2]1[cH:3][cH:4][c:5](-[c:8]2[cH:9][cH:10][c:11]([C:14]#[N:15])[cH:12][cH:13]2)[cH:6][cH:7]1.[CH3:31][O:32][c:33]1[c:34]([F:39])[cH:35][cH:36][cH:37][cH:38]1.[CH3:40][CH2:41][OH:42].[Na+:16].[Na+:17].[O-:18][C:19](=[O:20])[O-:21].[cH:22]1[cH:23][cH:24][cH:25][cH:26][cH:27]1.[cH:43]1[cH:44][cH:45][c:46]([P:47]([Pd:48]([P:49]([c:50]2[cH:51][cH:52][cH:53][cH:54][cH:55]2)([c:56]2[cH:57][cH:58][cH:59][cH:60][cH:61]2)[c:62]2[cH:63][cH:64][cH:65][cH:66][cH:67]2)([P:68]([c:69]2[cH:70][cH:71][cH:72][cH:73][cH:74]2)([c:75]2[cH:76][cH:77][cH:78][cH:79][cH:80]2)[c:81]2[cH:82][cH:83][cH:84][cH:85][cH:86]2)[P:87]([c:88]2[cH:89][cH:90][cH:91][cH:92][cH:93]2)([c:94]2[cH:95][cH:96][cH:97][cH:98][cH:99]2)[c:100]2[cH:101][cH:102][cH:103][cH:104][cH:105]2)([c:106]2[cH:107][cH:108][cH:109][cH:110][cH:111]2)[c:112]2[cH:113][cH:114][cH:115][cH:116][cH:117]2)[cH:118][cH:119]1>>[c:2]1(-[c:36]2[cH:35][c:34]([F:39])[c:33]([O:32][CH3:31])[cH:38][cH:37]2)[cH:3][cH:4][c:5](-[c:8]2[cH:9][cH:10][c:11]([C:14]#[N:15])[cH:12][cH:13]2)[cH:6][cH:7]1. The reactants are C(C)(=O)OC(C)=O (acetic anhydride), C(C)(C)N(CC)C(C)C (diisopropylethylamine), NC1=NC(=C(C(=N1)N[C@H](CCO)CCC)CC1=C(C=C(C=C1)OCCCO[Si](C)(C)C(C)(C)C)OC)C ((S)-3-(2-amino-5-(4-(3-(tert-butyldimethylsilyloxy)propoxy)-2-methoxybenzyl)-6-methylpyrimidin-4-ylamino)hexan-1-ol). The reagents and catalysts are CN(C1=CC=NC=C1)C (4-Dimethylaminopyridine). Solvent: C1CCOC1 (THF), O (water), C(=O)(O)OC(=O)[O-].[Na+] (sodium hydrogen dicarbonate). Reaction conditions: time 3.5 hour. Yields the product C(C)(=O)OCC[C@H](CCC)NC1=NC(=NC(=C1CC1=C(C=C(C=C1)OCCCO[Si](C)(C)C(C)(C)C)OC)C)N ((S)-3-(2-amino-5-(4-(3-(tert-butyldimethylsilyloxy)propoxy)-2-methoxybenzyl)-6-methylpyrimidin-4-ylamino)hexyl acetate). RXN SMILES: [C:1]([O:4][C:5](=[O:7])[CH3:6])(=O)[CH3:2].C(N(C(C)C)CC)(C)C.[NH2:17][C:18]1[N:23]=[C:22]([NH:24][C@@H:25]([CH2:29][CH2:30][CH3:31])CCO)[C:21]([CH2:32][C:33]2[CH:38]=[CH:37][C:36]([O:39][CH2:40][CH2:41][CH2:42][O:43][Si:44]([C:47]([CH3:50])([CH3:49])[CH3:48])([CH3:46])[CH3:45])=[CH:35][C:34]=2[O:51][CH3:52])=[C:20]([CH3:53])[N:19]=1>CN(C)C1C=CN=CC=1.C1COCC1.O.C(OC([O-])=O)(O)=O.[Na+]>[C:5]([O:4][CH2:1][CH2:2][C@@H:25]([NH:24][C:22]1[C:21]([CH2:32][C:33]2[CH:38]=[CH:37][C:36]([O:39][CH2:40][CH2:41][CH2:42][O:43][Si:44]([C:47]([CH3:48])([CH3:49])[CH3:50])([CH3:46])[CH3:45])=[CH:35][C:34]=2[O:51][CH3:52])=[C:20]([CH3:53])[N:19]=[C:18]([NH2:17])[N:23]=1)[CH2:29][CH2:30][CH3:31])(=[O:7])[CH3:6] |f:6.7|. Reported procedure: 4-Dimethylaminopyridine (cat. amount) was added to the mixture of acetic anhydride (0.162 mL), diisopropylethylamine (0.697 mL) and the product from step (ii) (760 mg) in THF (10 mL). After the mixture was stirred at RT for 3.5 h, the reaction mixture was diluted with water and sat. sodium hydrogen dicarbonate and extracted with EtOAc. The combined organic layer was washed with water and brine, dried and concentrated under reduced pressure to afford the crude product as pale yellow oil, which wa... The reactants are CN(C)C=O, CCCCCC, CCOCC, Nc1ccc(Oc2ccnc(NC(=O)N3CCC(CN4CCCC4)CC3)c2)c(F)c1, O=C=NC(=O)Cc1ccccc1. Yields the product O=C(Cc1ccccc1)NC(=O)Nc1ccc(Oc2ccnc(NC(=O)N3CCC(CN4CCCC4)CC3)c2)c(F)c1. Reaction SMILES: [CH3:43][N:44]([CH3:45])[CH:46]=[O:47].[CH3:48][CH2:49][CH2:50][CH2:51][CH2:52][CH3:53].[CH3:54][CH2:55][O:56][CH2:57][CH3:58].[NH2:1][c:2]1[cH:3][c:4]([F:30])[c:5]([O:6][c:7]2[cH:8][c:9]([NH:13][C:14](=[O:15])[N:16]3[CH2:17][CH2:18][CH:19]([CH2:22][N:23]4[CH2:24][CH2:25][CH2:26][CH2:27]4)[CH2:20][CH2:21]3)[n:10][cH:11][cH:12]2)[cH:28][cH:29]1.[c:31]1([CH2:37][C:38](=[O:39])[N:40]=[C:41]=[O:42])[cH:32][cH:33][cH:34][cH:35][cH:36]1>>[NH:1]([c:2]1[cH:3][c:4]([F:30])[c:5]([O:6][c:7]2[cH:8][c:9]([NH:13][C:14](=[O:15])[N:16]3[CH2:17][CH2:18][CH:19]([CH2:22][N:23]4[CH2:24][CH2:25][CH2:26][CH2:27]4)[CH2:20][CH2:21]3)[n:10][cH:11][cH:12]2)[cH:28][cH:29]1)[C:41]([NH:40][C:38]([CH2:37][c:31]1[cH:32][cH:33][cH:34][cH:35][cH:36]1)=[O:39])=[O:42].